The task is: describe an organic reaction: reactants, conditions, products, and yield. This data is from the Open Reaction Database (ORD), a public repository of structured organic reaction records. Reactants: CCOC(C)=O, O=C(Cl)OC(Cl)(Cl)Cl, CC(C)OC(=O)c1cc(N)c(F)cc1Cl. RXN SMILES: [CH3:24][CH2:25][O:26][C:27](=[O:28])[CH3:29].[Cl:1][C:2](=[O:3])[O:4][C:5]([Cl:6])([Cl:7])[Cl:8].[Cl:9][c:10]1[cH:11][c:12]([F:23])[c:13]([NH2:14])[cH:15][c:16]1[C:17](=[O:18])[O:19][CH:20]([CH3:21])[CH3:22]>>[C:2](=[O:3])=[N:14][c:13]1[c:12]([F:23])[cH:11][c:10]([Cl:9])[c:16]([C:17](=[O:18])[O:19][CH:20]([CH3:21])[CH3:22])[cH:15]1. Yields the product CC(C)OC(=O)c1cc(N=C=O)c(F)cc1Cl. Starting materials: BrC=1C=C(C=CC1)NC1=C(C=NC2=CC(=C(C=C12)O)O)C#N (4(3-bromophenylamino)-6,7-dihydroxy-3-quinolinecarbonitrile), C([O-])([O-])=O.[K+].[K+] (potassium carbonate), C(C)(=O)OCC (ethyl acetate), Cl (HCl), ICCC (1-iodopropane). The solvent is CN(C)C=O (DMF), O (water). Run at temperature 25 celsius, time 5 hour. Product: BrC=1C=C(C=CC1)NC1=C(C=NC2=CC(=C(C=C12)OCCC)OCCC)C#N (4-(3-Bromophenylamino)-6,7-di-n-propoxy-3-quinolinecarbonitrile). RXN SMILES: [Br:1][C:2]1[CH:3]=[C:4]([NH:8][C:9]2[C:18]3[C:13](=[CH:14][C:15]([OH:20])=[C:16]([OH:19])[CH:17]=3)[N:12]=[CH:11][C:10]=2[C:21]#[N:22])[CH:5]=[CH:6][CH:7]=1.[C:23](=O)([O-])[O-].[K+].[K+].I[CH2:30][CH2:31][CH3:32].Cl.C(O[CH2:38][CH3:39])(=O)C>O.CN(C=O)C>[Br:1][C:2]1[CH:3]=[C:4]([NH:8][C:9]2[C:18]3[C:13](=[CH:14][C:15]([O:20][CH2:23][CH2:38][CH3:39])=[C:16]([O:19][CH2:30][CH2:31][CH3:32])[CH:17]=3)[N:12]=[CH:11][C:10]=2[C:21]#[N:22])[CH:5]=[CH:6][CH:7]=1 |f:1.2.3|. Procedure: To a stirred mixture of 4(3-bromophenylamino)-6,7-dihydroxy-3-quinolinecarbonitrile (1.07 g, 3.0 mmol), potassium carbonate (1.66 g, 12.0 mmol), and 12 ml of DMF at 0° C. was added 1-iodopropane (1.17 ml, 12.0 mmol). The mixture was warmed to 25° C., stirred for 5 h, and then partioned at 0° C. with ethyl acetate and water containing HCl to give pH-8. The organic layer was separated, washed with water, dried, and concentrated. The residue was subjected to chromatography on silica gel with methyl... Starting materials: C(=O)(C(F)(F)F)O (TFA), S1C(=NC2=C1C=CC=C2)NC(=O)C=2C=CC=C1CCN(CC21)C=2SC(=C(N2)C(=O)O)CCCOC2=CC=C(C=C2)C2=CSC=C2C#N (2-[8-(Benzothiazol-2-ylcarbamoyl)-3,4-dihydro-1H-isoquinolin-2-yl]-5-{3-[4-(4-cyano-thiophen-3-yl)-phenoxy]-propyl}-thiazole-4-carboxylic acid), OC1=CC=C(C=C1)C=1C(=NC=CN1)C#N (3-(4-hydroxyphenyl)pyrazine-2-carbonitrile). Product: S1C(=NC2=C1C=CC=C2)NC(=O)C=2C=CC=C1CCN(CC21)C=2SC(=C(N2)C(=O)O)CCCOC2=CC=C(C=C2)C2=NC=CN=C2C#N (2-[8-(Benzothiazol-2-ylcarbamoyl)-3,4-dihydro-1H-isoquinolin-2-yl]-5-{3-[4-(3-cyano-pyrazin-2-yl)-phenoxy]-propyl}-thiazole-4-carboxylic acid). Reaction SMILES: C(O)(C(F)(F)F)=O.[S:8]1[C:12]2[CH:13]=[CH:14][CH:15]=[CH:16][C:11]=2[N:10]=[C:9]1[NH:17][C:18]([C:20]1[CH:21]=[CH:22][CH:23]=[C:24]2[C:29]=1[CH2:28][N:27]([C:30]1[S:31][C:32]([CH2:38][CH2:39][CH2:40]OC3C=CC(C4C(C#N)=CSC=4)=CC=3)=[C:33]([C:35]([OH:37])=[O:36])[N:34]=1)[CH2:26][CH2:25]2)=[O:19].[OH:55][C:56]1[CH:61]=[CH:60][C:59]([C:62]2[C:63]([C:68]#[N:69])=[N:64][CH:65]=[CH:66][N:67]=2)=[CH:58][CH:57]=1>>[S:8]1[C:12]2[CH:13]=[CH:14][CH:15]=[CH:16][C:11]=2[N:10]=[C:9]1[NH:17][C:18]([C:20]1[CH:21]=[CH:22][CH:23]=[C:24]2[C:29]=1[CH2:28][N:27]([C:30]1[S:31][C:32]([CH2:38][CH2:39][CH2:40][O:55][C:56]3[CH:57]=[CH:58][C:59]([C:62]4[C:63]([C:68]#[N:69])=[N:64][CH:65]=[CH:66][N:67]=4)=[CH:60][CH:61]=3)=[C:33]([C:35]([OH:37])=[O:36])[N:34]=1)[CH2:26][CH2:25]2)=[O:19]. Reported procedure: The title compound 86 was prepared as a TFA salt in a similar manner to the synthesis of compound 51 by substituting compound 51A with compound 86A: 1H NMR (DMSO-d6): δ 8.96 (d, J=2.45 Hz, 1H), 8.76 (d, J=2.45 Hz, 1H), 8.02 (d, J=7.98 Hz, 2H), 7.90-7.93 (d, J=7.98 Hz, 2H), 7.78 (d, J=7.98 Hz, 1H), 7.67 (d J=7.67 Hz, 1H), 7.33-7.49 (m, 4H), 7.11-7.15 (m, 2H), 4.84 (s, 2H), 4.1 (t, J=6.29 Hz, 2H), 3.70-3.74 (m, 2H), 3.19-3.23 (m, 2H), 3.03 (t, J=5.83 Hz, 2H), 2.02-2.09 (m, 2H). ESI (+)/MS: 674 (M+... Procedure details: The ketone (4) (1.95 g) was dissolved in toluene (150 ml), and ethylene glycol and p-toluenesulfonic acid (catalytic amount) were added. The solution was heated under reflux overnight while water produced was distilled off. After the usual work-up, ketal (5) was obtained. Yield: 1.8 g (84%). Run in C1(=CC=CC=C1)C (toluene). Reaction SMILES: [CH3:1][O:2][P:3]([CH2:7][C:8](=[O:18])[C:9](C)(C)[CH2:10][CH2:11][CH2:12][CH2:13]OC)(=[O:6])[O:4][CH3:5].[CH2:19]([OH:22])[CH2:20]O.[C:23]1(C)[CH:28]=CC(S(O)(=O)=O)=C[CH:24]=1.[OH2:34]>C1(C)C=CC=CC=1>[CH3:5][O:4][P:3]([CH2:7][C:8](=[O:18])[CH:9]([O:34][CH:19]1[CH2:20][CH2:28][CH2:23][CH2:24][O:22]1)[CH2:10][CH2:11][CH2:12][CH3:13])(=[O:6])[O:2][CH3:1]. The product is COP(OC)(=O)CC(C(CCCC)OC1OCCCC1)=O (Dimethyl(3-(2-Tetrahydropyranyl)oxy-2-oxoheptyl)phosphonate). Reactants: O (water), C(CO)O (ethylene glycol), C1(=CC=C(C=C1)S(=O)(=O)O)C (p-toluenesulfonic acid), COP(OC)(=O)CC(C(CCCCOC)(C)C)=O (Dimethyl(3,3-Dimethyl-7-methoxy-2-oxoheptyl)phosphonate). Reactants: CC1=C(OC(C[C@H](N)C(=O)O)C(=O)O)C=CC=C1 (4-(2-methylphenoxy)glutamic acid), CCOC(=O)/N=N/C(=O)OCC (diethylazodicarboxylate), C1(=CC=CC=C1)P(C1=CC=CC=C1)C1=CC=CC=C1 (triphenylphosphine), C1(=CC=CC=C1)CCCCC1=CC=C(C=C1)O (4-(4-phenylbutyl)phenol). Run in O1CCCC1 (tetrahydrofuran). Reaction conditions: time 23 hour. Yields the product C1(=CC=CC=C1)CCCCC1=CC=C(OC2C(NC(C2)C(=O)OC)=O)C=C1 (methyl 3-[4-(4-phenylbutyl)phenoxy]-2-pyrrolidone-5-carboxylate). Isolated yield 92.6%. Reaction SMILES: C[C:2]1[CH:18]=[CH:17][CH:16]=[CH:15][C:3]=1[O:4][CH:5]([C:12]([OH:14])=O)[CH2:6][C@@H:7]([C:9]([OH:11])=[O:10])[NH2:8].[C:19]1(P(C2C=CC=CC=2)C2C=CC=CC=2)C=CC=CC=1.[C:38]1([CH2:44][CH2:45][CH2:46][CH2:47]C2C=CC(O)=CC=2)[CH:43]=[CH:42][CH:41]=[CH:40][CH:39]=1.CCOC(/N=N/C(OCC)=O)=O>O1CCCC1>[C:38]1([CH2:44][CH2:45][CH2:46][CH2:47][C:17]2[CH:18]=[CH:2][C:3]([O:4][CH:5]3[CH2:6][CH:7]([C:9]([O:11][CH3:19])=[O:10])[NH:8][C:12]3=[O:14])=[CH:15][CH:16]=2)[CH:43]=[CH:42][CH:41]=[CH:40][CH:39]=1. Procedure: A mixture of the compound prepared as described in Example 4 (0.434 g), triphenylphosphine (0.8113 g), and 4-(4-phenylbutyl)phenol (0.700 g) in tetrahydrofuran (3.8 ml) was cooled to approximately 1°-2° C., and treated with diethylazodicarboxylate (0.5386 g) over a two minute period. After the addition was complete, the reaction was allowed to warm to room temperature. After about 23 hours, the solution was concentrated in vacuo. The residue was diluted with chloroform (1 ml), the insoluble mate...